This data is from the Open Reaction Database (ORD), a public repository of structured organic reaction records. The task is: describe an organic reaction: reactants, conditions, products, and yield The reactants are COC(CCC\C=C/C[C@@H]1[C@H]([C@@H](C[C@@H]1O)O[Si](C)(C)C(C)(C)C)\C=C\[C@H](CCC=1SC(=C(C1)Br)C)O[Si](C)(C)C(C)(C)C)=O ((Z)-7-[(1R,2R,3R,5S)-2-[(E)-(S)-5-(4-Bromo-5-methyl-thiophen-2-yl)-3-(tert-butyl-dimethyl-silanyloxy)-pent-1-enyl]-3-(tert-butyl-dimethyl-silanyloxy)-5-hydroxy-cyclopentyl]-hept-5-enoic acid methyl ester), 4A, C[N+]1(CCOCC1)[O-] (NMO). Reagents/catalysts: CCC[N+](CCC)(CCC)CCC.[O-][Ru](=O)(=O)=O (TPAP). Solvent: ClCCl (dichloromethane). Run at time 1 hour. Product: COC(CCC\C=C/C[C@@H]1[C@H]([C@@H](CC1=O)O[Si](C)(C)C(C)(C)C)\C=C\[C@H](CCC=1SC(=C(C1)Br)C)O[Si](C)(C)C(C)(C)C)=O ((Z)-7-[(1R,2R,3R)-2-[(E)-(S)-5-(4-Bromo-5-methyl-thiophen-2-yl)-3-(tert-butyl-dimethyl-silanyloxy)-pent-1-enyl]-3-(tert-butyl-dimethyl-silanyloxy)-5-oxo-cyclopentyl]-hept-5-enoic acid methyl ester). The yield is 83.7%. Reaction SMILES: [CH3:1][O:2][C:3](=[O:44])[CH2:4][CH2:5][CH2:6]/[CH:7]=[CH:8]\[CH2:9][C@H:10]1[C@@H:14]([OH:15])[CH2:13][C@@H:12]([O:16][Si:17]([C:20]([CH3:23])([CH3:22])[CH3:21])([CH3:19])[CH3:18])[C@@H:11]1/[CH:24]=[CH:25]/[C@@H:26]([O:36][Si:37]([C:40]([CH3:43])([CH3:42])[CH3:41])([CH3:39])[CH3:38])[CH2:27][CH2:28][C:29]1[S:30][C:31]([CH3:35])=[C:32]([Br:34])[CH:33]=1.C[N+]1([O-])CCOCC1>ClCCl.CCC[N+](CCC)(CCC)CCC.[O-][Ru](=O)(=O)=O>[CH3:1][O:2][C:3](=[O:44])[CH2:4][CH2:5][CH2:6]/[CH:7]=[CH:8]\[CH2:9][C@H:10]1[C:14](=[O:15])[CH2:13][C@@H:12]([O:16][Si:17]([C:20]([CH3:22])([CH3:21])[CH3:23])([CH3:18])[CH3:19])[C@@H:11]1/[CH:24]=[CH:25]/[C@@H:26]([O:36][Si:37]([C:40]([CH3:43])([CH3:42])[CH3:41])([CH3:38])[CH3:39])[CH2:27][CH2:28][C:29]1[S:30][C:31]([CH3:35])=[C:32]([Br:34])[CH:33]=1 |f:3.4|. Procedure: A mixture of alcohol 4 (3.591 g, 4.9 mmol), 4A molecular sieves (2.5 g), and NMO (867 mg, 7.4 mmol) in dichloromethane (10 mL) was treated with TPAP (117 mg, 0.33 mmol). After 1 h, the mixture was filtered through celite and the filtrate evaporated in vacuo. Purification by flash chromatography (5% ethyl acetate/hexanes→7.5%) gave 5 (2.984 g, 4.1 mmol, 84%). Starting materials: BrC=1C=C(C(N(C1)C)=O)NC1=NC=C(C=C1)C1CCN(CC1)C (5-Bromo-1-methyl-3-(5-(1-methylpiperidin-4-yl)pyridin-2-ylamino)pyridine-2(1H)-one), C(C)(=O)OCC=1C(=NC=CC1B1OC(C(O1)(C)C)(C)C)N1C(C=2N(C=3CCCCC3C2)CC1)=O ((2-(1-Oxo-3,4,6,7,8,9-hexahydropyrazino[1,2-a]indol-2(1H)-yl)-4-(4,4,5,5-tetramethyl-1,3,2-dioxaborolan-2-yl)pyridin-3-yl)methyl acetate), [O-]P(=O)([O-])[O-].[K+].[K+].[K+] (K3PO4), O.O.O.C(C)(=O)[O-].[Na+] (sodium acetate trihydrate). The reagents and catalysts are C1=CC=C(C=C1)P([C-]2C=CC=C2)C3=CC=CC=C3.C1=CC=C(C=C1)P([C-]2C=CC=C2)C3=CC=CC=C3.Cl[Pd]Cl.[Fe+2] (Pd(dppf)Cl2). The solvent is C(C)#N (acetonitrile), O (water). Run at temperature 100 celsius. Yields the product C(C)(=O)OCC=1C(=NC=CC1C1=CN(C(C(=C1)NC1=NC=C(C=C1)C1CCN(CC1)C)=O)CC)N1C(C=2N(C=3CCCCC3C2)CC1)=O ((4-(1-Ethyl-5-(5-(1-methylpiperidin-4-yl)pyridin-2-ylamino)-6-oxo-1,6-dihydropyridin-3-yl)-2-(1-oxo-3,4,6,7,8,9-hexahydropyrazino[1,2-a]indol-2(1H)-yl)pyridin-3-yl)methyl Acetate). Yield: 69.3%. As a reaction SMILES: Br[C:2]1[CH:3]=[C:4]([NH:10][C:11]2[CH:16]=[CH:15][C:14]([CH:17]3[CH2:22][CH2:21][N:20]([CH3:23])[CH2:19][CH2:18]3)=[CH:13][N:12]=2)[C:5](=[O:9])[N:6]([CH3:8])[CH:7]=1.[C:24]([O:27][CH2:28][C:29]1[C:30]([N:44]2[CH2:56][CH2:55][N:47]3[C:48]4[CH2:49][CH2:50][CH2:51][CH2:52][C:53]=4[CH:54]=[C:46]3[C:45]2=[O:57])=[N:31][CH:32]=[CH:33][C:34]=1B1OC(C)(C)C(C)(C)O1)(=[O:26])[CH3:25].[O-]P([O-])([O-])=O.[K+].[K+].[K+].O.O.O.[C:69]([O-])(=O)C.[Na+]>C1C=CC(P(C2C=CC=CC=2)[C-]2C=CC=C2)=CC=1.C1C=CC(P(C2C=CC=CC=2)[C-]2C=CC=C2)=CC=1.Cl[Pd]Cl.[Fe+2].C(#N)C.O>[C:24]([O:27][CH2:28][C:29]1[C:30]([N:44]2[CH2:56][CH2:55][N:47]3[C:48]4[CH2:49][CH2:50][CH2:51][CH2:52][C:53]=4[CH:54]=[C:46]3[C:45]2=[O:57])=[N:31][CH:32]=[CH:33][C:34]=1[C:2]1[CH:3]=[C:4]([NH:10][C:11]2[CH:16]=[CH:15][C:14]([CH:17]3[CH2:22][CH2:21][N:20]([CH3:23])[CH2:19][CH2:18]3)=[CH:13][N:12]=2)[C:5](=[O:9])[N:6]([CH2:8][CH3:69])[CH:7]=1)(=[O:26])[CH3:25] |f:2.3.4.5,6.7.8.9.10,11.12.13.14|. Reported procedure: A round-bottomed flask equipped with a reflux condenser was charged with 232d (160 mg, 0.40 mmol), 3-(acetoxymethyl)-2-(1-oxo-3,4,6,7,8,9-hexahydropyrazino[1,2-a]indol-2(1H)-yl)pyridin-4-ylboronic acid 113i (191 mg, 0.50 mmol), Pd(dppf)Cl2 (20 mg, 0.024 mmol), K3PO4 (180 mg, 0.80 mmol), sodium acetate trihydrate (120 mg, 0.80 mmol), water (0.5 mL), and acetonitrile (10 mL). After three cycles of vacuum/argon flush, the mixture was heated at 100° C. for 2 h. It was then filtered and the filtrate ... Product: N1(CCCC1)C1=CC(=C(C=N1)N)N (6-(Pyrrolidin-1-yl)pyridine-3,4-diamine). The reagents and catalysts are [Pd] (Pd on carbon). Starting materials: [N+](=O)([O-])C=1C(=CC(=NC1)N1CCCC1)N (5-nitro-2-(pyrrolidin-1-yl)pyridin-4-amine), [N+](=O)([O-])C=1C(=CC(=NC1)N1CCCC1)N (5-nitro-2-(pyrrolidin-1-yl)pyridin-4-amine). As a reaction SMILES: [N+:1]([C:4]1[C:5]([NH2:15])=[CH:6][C:7]([N:10]2[CH2:14][CH2:13][CH2:12][CH2:11]2)=[N:8][CH:9]=1)([O-])=O>[Pd]>[N:10]1([C:7]2[N:8]=[CH:9][C:4]([NH2:1])=[C:5]([NH2:15])[CH:6]=2)[CH2:14][CH2:13][CH2:12][CH2:11]1. Yield: 93.7%. Reported procedure: To a 100 mL round bottom flask was added 5-nitro-2-(pyrrolidin-1-yl)pyridin-4-amine (compound 20.1, 800 mg, 3.84 mmol, 1.0 equiv) and Pd on carbon (10 wt % Pd, 400 mg, 0.38 mmol, 0.1 equiv). The system was purged with nitrogen and charged with methanol (19 mL) followed by hydrogen. The mixture was stirred at room temperature under hydrogen for 4 hours then purged with nitrogen. The mixture was filtered though celite and washed extensively with MeOH. The solvents were removed in vacuo to obtain t... Conditions: time 4 hour. Starting materials: FC1=C(C=CC(=C1)F)N (2,4-difluorophenylamine), N1=CC=CC=C1 (pyridine), C(CC)S(=O)(=O)Cl (propane-1-sulfonyl chloride), O (water). Solvent: ClCCl (dichloromethane). Run at time 8 hour. Yields the product FC1=C(C=CC(=C1)F)NS(=O)(=O)CCC (propane-1-sulfonic acid (2,4-difluoro-phenyl)-amide). RXN SMILES: [F:1][C:2]1[CH:7]=[C:6]([F:8])[CH:5]=[CH:4][C:3]=1[NH2:9].N1C=CC=CC=1.[CH2:16]([S:19](Cl)(=[O:21])=[O:20])[CH2:17][CH3:18].O>ClCCl>[F:1][C:2]1[CH:7]=[C:6]([F:8])[CH:5]=[CH:4][C:3]=1[NH:9][S:19]([CH2:16][CH2:17][CH3:18])(=[O:21])=[O:20]. Reported procedure: To 2,4-difluoro-phenylamine (8, 11.8 g, 91.4 mmol) in dichloromethane (110 mL) were added pyridine (8.13 mL, 100 mmol) and propane-1-sulfonyl chloride (11.3 mL. 100 mmol). The reaction was stirred overnight. The reaction was poured into water and extracted with ethyl acetate. The organic layer was washed with 1M HCl solution and brine, dried over anhydrous sodium sulfate and filtered. The filtrate was concentrated and purified by silica gel column chromatography eluting with 10% ethyl acetate in... Reaction conditions: temperature 70 celsius. RXN SMILES: C([NH:5][C:6]1[C:11]([F:12])=[C:10]([N:13]2[C:17](=[O:18])[C:16]3=[CH:19][CH:20]=[CH:21][CH:22]=[C:15]3[C:14]2=[O:23])[C:9]([Cl:24])=[C:8]([F:25])[N:7]=1)(C)(C)C>FC(F)(F)C(O)=O>[NH2:5][C:6]1[C:11]([F:12])=[C:10]([N:13]2[C:14](=[O:23])[C:15]3=[CH:22][CH:21]=[CH:20][CH:19]=[C:16]3[C:17]2=[O:18])[C:9]([Cl:24])=[C:8]([F:25])[N:7]=1. Reactants: C(C)(C)(C)NC1=NC(=C(C(=C1F)N1C(C=2C(C1=O)=CC=CC2)=O)Cl)F (N-[2-(t-butylamino)-5-chloro-3,6-difluoropyridine-4-yl]phthalimide). Reported procedure: To 80 ml of trifluoroacetic acid was added all amount of the N-[2-(t-butylamino)-5-chloro-3,6-difluoropyridine-4-yl]phthalimide, and the mixture was stirred at 70° C. for 5 and half hours. The solution was concentrated under reduced pressure. The precipitate was dispersed in chloroform, and collected by filtration to obtain 19.5 g of the title compound as a colorless powder. The product is NC1=NC(=C(C(=C1F)N1C(C=2C(C1=O)=CC=CC2)=O)Cl)F (N-(2-amino-5-chloro-3,6-difluoropyridine-4-yl)phthalimide). Solvent: FC(C(=O)O)(F)F (trifluoroacetic acid). Reactants: CSC1=NC=C(C(=N1)C1=C(C=C(C=C1)Cl)Cl)C1=CC=C(C=C1)Cl (2-Methylthio-5-(4-chlorophenyl)-4-(2,4-dichlorophenyl)pyrimidine), CC(C1=CC=C(C=C1)F)(C)O (α,α-dimethyl-4-fluorobenzyl alcohol). Product: CC(C1=CC=C(C=C1)F)(OC1=NC=C(C(=N1)C1=C(C=C(C=C1)Cl)Cl)C1=CC=C(C=C1)Cl)C (2-(α,α-dimethyl-4-fluorobenzyloxy)-4-(2,4-dichlorophenyl)-5-(4-chlorophenyl)pyrimidine). RXN SMILES: CS[C:3]1[N:8]=[C:7]([C:9]2[CH:14]=[CH:13][C:12]([Cl:15])=[CH:11][C:10]=2[Cl:16])[C:6]([C:17]2[CH:22]=[CH:21][C:20]([Cl:23])=[CH:19][CH:18]=2)=[CH:5][N:4]=1.[CH3:24][C:25]([OH:34])([CH3:33])[C:26]1[CH:31]=[CH:30][C:29]([F:32])=[CH:28][CH:27]=1>>[CH3:24][C:25]([CH3:33])([O:34][C:3]1[N:8]=[C:7]([C:9]2[CH:14]=[CH:13][C:12]([Cl:15])=[CH:11][C:10]=2[Cl:16])[C:6]([C:17]2[CH:22]=[CH:21][C:20]([Cl:23])=[CH:19][CH:18]=2)=[CH:5][N:4]=1)[C:26]1[CH:31]=[CH:30][C:29]([F:32])=[CH:28][CH:27]=1. Reported procedure: 2-Methylthio-5-(4-chlorophenyl)-4-(2,4-dichlorophenyl)pyrimidine from Reference Example 3 was reacted with α,α-dimethyl-4-fluorobenzyl alcohol according to the procedure described in Example 59 to afford 2-(α,α-dimethyl-4-fluorobenzyloxy)-4-(2,4-dichlorophenyl)-5-(4-chlorophenyl)pyrimidine (HRf): 1H-NMR 500 MHz (CDCl3): δ 1.91 (s, 6H), 6.90-7.00 (m, 5H), 7.20-7.25 (m, 3H), 7.30 (s, 1H), 7.41-7.45 (m, 2H), 8.40 (s, 1H). Yield: 72.9%. Run in CN1CCCC1=O (NMP). Conditions: temperature 110 celsius. Reaction SMILES: Cl[C:2]1[CH:3]=[C:4]([NH:21][C:22]2[CH:26]=[CH:25][N:24]([CH3:27])[N:23]=2)[C:5]2[N:6]([C:8]([C:11]([NH:13][C:14]3[CH:19]=[CH:18][N:17]=[CH:16][C:15]=3[F:20])=[O:12])=[CH:9][N:10]=2)[N:7]=1.[C@H:28]1([NH2:35])[CH2:33][CH2:32][C@H:31]([NH2:34])[CH2:30][CH2:29]1>CN1C(=O)CCC1>[NH2:34][C@H:31]1[CH2:32][CH2:33][C@H:28]([NH:35][C:2]2[CH:3]=[C:4]([NH:21][C:22]3[CH:26]=[CH:25][N:24]([CH3:27])[N:23]=3)[C:5]3[N:6]([C:8]([C:11]([NH:13][C:14]4[CH:19]=[CH:18][N:17]=[CH:16][C:15]=4[F:20])=[O:12])=[CH:9][N:10]=3)[N:7]=2)[CH2:29][CH2:30]1. The product is N[C@@H]1CC[C@H](CC1)NC=1C=C(C=2N(N1)C(=CN2)C(=O)NC2=C(C=NC=C2)F)NC2=NN(C=C2)C (6-((trans-4-aminocyclohexyl)amino)-N-(3-fluoro-4-pyridinyl)-8-((1-methyl-1H-pyrazol-3-yl)amino)imidazo[1,2-b]pyridazine-3-carboxamide). Reactants: ClC=1C=C(C=2N(N1)C(=CN2)C(=O)NC2=C(C=NC=C2)F)NC2=NN(C=C2)C (6-chloro-N-(3-fluoropyridin-4-yl)-8-(1-methyl-1H-pyrazol-3-ylamino)imidazo[1,2-b]pyridazine-3-carboxamide), [C@H]1(CC[C@H](CC1)N)N (trans-cyclohexane-1,4-diamine). Procedure: A mixture of 6-chloro-N-(3-fluoropyridin-4-yl)-8-(1-methyl-1H-pyrazol-3-ylamino)imidazo[1,2-b]pyridazine-3-carboxamide 18A (19.9 mg, 0.044 mmol) and trans-cyclohexane-1,4-diamine (47.6 mg, 0.417 mmol) in NMP (0.7 mL) was heated at 110° C. overnight. The reaction mixture was cooled to room temperature and purified by preparative HPLC. The desired fraction was concentrated and lyophilized to give 18B (14.9 mg, 40%) as a brown solid. [M+H]=465. HPLC Peak Rt=2.263 minutes. (Chromolith column 4.6×50 ...